Dataset: the Open Reaction Database (ORD), a public repository of structured organic reaction records. Task: describe an organic reaction: reactants, conditions, products, and yield Starting materials: [OH-].[Na+] (NaOH), O (water), COC(C(CC1=CC=CC=C1)OC1=C(C2=CC=C(C=C2C=C1)CNC(=O)C1=C(OC2=C1C=CC=C2)CC)Br)=O (2-(1-bromo-6-{[(2-ethyl-benzofuran-3-carbonyl)-amino]-methyl}-naphthalen-2-yloxy)-3-phenyl-propionic acid methyl ester), Cl (HCl). Conditions: time 8 hour. Yields the product BrC1=C(C=CC2=CC(=CC=C12)CNC(=O)C1=C(OC2=C1C=CC=C2)CC)OC(C(=O)O)CC2=CC=CC=C2 (2-(1-Bromo-6-{[(2-ethyl-benzofuran-3-carbonyl)-amino]-methyl}-naphthalen-2-yloxy)-3-phenyl-propionic acid). Procedure details: A mixture of 2-(1-bromo-6-{[(2-ethyl-benzofuran-3-carbonyl)-amino]-methyl}-naphthalen-2-yloxy)-3-phenyl-propionic acid methyl ester (0.200 g, 0.341 mmol), prepared in the previous step, 1N NaOH (1.02 mL, 1.02 mmol), 10 mL of water and 100 mL of methanol was stirred under nitrogen at room temperature for 20 h (overnight). The reaction was acidified with 1N HCl until acidic by litmus paper. The methanol was removed under reduced pressure. The solid that precipitated and was collected by filtration... The yield is 29.5%. Solvent: CO (methanol). Reaction SMILES: C[O:2][C:3](=[O:39])[CH:4]([O:12][C:13]1[CH:22]=[CH:21][C:20]2[C:15](=[CH:16][CH:17]=[C:18]([CH2:23][NH:24][C:25]([C:27]3[C:31]4[CH:32]=[CH:33][CH:34]=[CH:35][C:30]=4[O:29][C:28]=3[CH2:36][CH3:37])=[O:26])[CH:19]=2)[C:14]=1[Br:38])[CH2:5][C:6]1[CH:11]=[CH:10][CH:9]=[CH:8][CH:7]=1.[OH-].[Na+].O.Cl>CO>[Br:38][C:14]1[C:15]2[C:20](=[CH:19][C:18]([CH2:23][NH:24][C:25]([C:27]3[C:31]4[CH:32]=[CH:33][CH:34]=[CH:35][C:30]=4[O:29][C:28]=3[CH2:36][CH3:37])=[O:26])=[CH:17][CH:16]=2)[CH:21]=[CH:22][C:13]=1[O:12][CH:4]([CH2:5][C:6]1[CH:7]=[CH:8][CH:9]=[CH:10][CH:11]=1)[C:3]([OH:39])=[O:2] |f:1.2|.